From a dataset of the Open Reaction Database (ORD), a public repository of structured organic reaction records. describe an organic reaction: reactants, conditions, products, and yield Starting materials: C=CCNC(C)=O, Clc1ccccc1, OCCS. The product is CC(=O)NCCCSCCO. RXN SMILES: [CH2:5]([CH:6]=[CH2:7])[NH:8][C:9]([CH3:10])=[O:11].[Cl:12][c:13]1[cH:14][cH:15][cH:16][cH:17][cH:18]1.[OH:1][CH2:2][CH2:3][SH:4]>>[OH:1][CH2:2][CH2:3][S:4][CH2:7][CH2:6][CH2:5][NH:8][C:9]([CH3:10])=[O:11]. Reactants: CC1CN(Cc2ccccc2)CCN1C(=O)OC(C)(C)C, CO, [H][H]. Yields the product CC1CNCCN1C(=O)OC(C)(C)C. As a reaction SMILES: [CH3:1][CH:2]1[N:3]([C:15](=[O:16])[O:17][C:18]([CH3:19])([CH3:20])[CH3:21])[CH2:4][CH2:5][N:6]([CH2:8][c:9]2[cH:10][cH:11][cH:12][cH:13][cH:14]2)[CH2:7]1.[CH3:24][OH:25].[H:22][H:23]>>[CH3:1][CH:2]1[N:3]([C:15](=[O:16])[O:17][C:18]([CH3:19])([CH3:20])[CH3:21])[CH2:4][CH2:5][NH:6][CH2:7]1. The reactants are CCCCCCn1cc(C(=O)OC)c(C)c([N+](=O)[O-])c1=O, CCOC(C)=O. The product is CCCCCCn1cc(C(=O)OC)c(C)c(N)c1=O. Reaction SMILES: [CH2:1]([CH2:2][CH2:3][CH2:4][CH2:5][CH3:6])[n:7]1[c:8](=[O:21])[c:9]([N+:18]([O-:19])=[O:20])[c:10]([CH3:17])[c:11]([C:13](=[O:14])[O:15][CH3:16])[cH:12]1.[CH3:22][CH2:23][O:24][C:25](=[O:26])[CH3:27]>>[CH2:1]([CH2:2][CH2:3][CH2:4][CH2:5][CH3:6])[n:7]1[c:8](=[O:21])[c:9]([NH2:18])[c:10]([CH3:17])[c:11]([C:13](=[O:14])[O:15][CH3:16])[cH:12]1. The reactants are BrC1C(CC(CC1=O)(C)C)=O (2-bromo-5,5-dimethylcyclohexane-1,3-dione), C(C)(=O)[O-].[Na+] (sodium acetate), CNC(=S)N (N-methylthiourea). The solvent is C(C)(=O)O (acetic acid). The product is CNC=1SC2=C(N1)CC(CC2=O)(C)C (2-methylamino-5,5-dimethyl-7-oxo-4,5-dihydro-6H-benzthiazole). The yield is 81.3%. Reaction SMILES: Br[CH:2]1[C:7](=[O:8])[CH2:6][C:5]([CH3:10])([CH3:9])[CH2:4][C:3]1=O.C([O-])(=O)C.[Na+].[CH3:17][NH:18][C:19]([NH2:21])=[S:20]>C(O)(=O)C>[CH3:17][NH:18][C:19]1[S:20][C:2]2[C:7](=[O:8])[CH2:6][C:5]([CH3:10])([CH3:9])[CH2:4][C:3]=2[N:21]=1 |f:1.2|. Procedure details: 82 g of 2-bromo-5,5-dimethylcyclohexane-1,3-dione, 40 g of sodium acetate and 50 g of N-methylthiourea are dissolved in 500 ml of acetic acid. The mixture is stirred at room temperature until the weakly exothermic reaction has subsided, and then refluxed for 3 hours. The reaction mixture is then concentrated to one third of its volume in a rotary evaporator, poured into 100 ml of water and cooled to 0° C. The precipitate is collected by filtration and dried in vacuo at 80° C., affording 64 g of ... The reactants are C1COCCO1, CC(C)(C)[Si](C)(C)n1ccc2c(B(O)O)cccc21, CCOC(=O)c1cnc(-c2cc(Cl)cc3c2cnn3S(=O)(=O)c2ccccc2)o1, O. The product is CCOC(=O)c1cnc(-c2cc(-c3cccc4c3ccn4[Si](C)(C)C(C)(C)C)cc3c2cnn3S(=O)(=O)c2ccccc2)o1. As a reaction SMILES: [CH2:49]1[O:50][CH2:51][CH2:52][O:53][CH2:54]1.[CH3:30][C:31]([CH3:32])([CH3:33])[Si:34]([n:35]1[cH:36][cH:37][c:38]2[c:39]([B:44]([OH:45])[OH:46])[cH:40][cH:41][cH:42][c:43]12)([CH3:47])[CH3:48].[Cl:1][c:2]1[cH:3][c:4](-[c:20]2[o:21][c:22]([C:25](=[O:26])[O:27][CH2:28][CH3:29])[cH:23][n:24]2)[c:5]2[cH:6][n:7][n:8]([S:11](=[O:12])(=[O:13])[c:14]3[cH:15][cH:16][cH:17][cH:18][cH:19]3)[c:9]2[cH:10]1.[OH2:55]>>[c:2]1(-[c:39]2[c:38]3[cH:37][cH:36][n:35]([Si:34]([C:31]([CH3:30])([CH3:32])[CH3:33])([CH3:47])[CH3:48])[c:43]3[cH:42][cH:41][cH:40]2)[cH:3][c:4](-[c:20]2[o:21][c:22]([C:25](=[O:26])[O:27][CH2:28][CH3:29])[cH:23][n:24]2)[c:5]2[cH:6][n:7][n:8]([S:11](=[O:12])(=[O:13])[c:14]3[cH:15][cH:16][cH:17][cH:18][cH:19]3)[c:9]2[cH:10]1.